This data is from the Open Reaction Database (ORD), a public repository of structured organic reaction records. The task is: describe an organic reaction: reactants, conditions, products, and yield Starting materials: CC=CC(=O)OCC, CCOC(=O)CC(C)N1CCC(Cc2ccccc2)CC1, c1ccc(CC2CCNCC2)cc1, CC(C)O. Yields the product CC(CCO)N1CCC(Cc2ccccc2)CC1. RXN SMILES: [C:35]([O:36][CH2:37][CH3:38])(=[O:39])[CH:40]=[CH:41][CH3:42].[CH2:1]([c:2]1[cH:3][cH:4][cH:5][cH:6][cH:7]1)[CH:8]1[CH2:9][CH2:10][N:11]([CH:14]([CH2:15][C:16](=[O:17])[O:18][CH2:19][CH3:20])[CH3:21])[CH2:12][CH2:13]1.[CH2:22]([CH:23]1[CH2:24][CH2:25][NH:26][CH2:27][CH2:28]1)[c:29]1[cH:30][cH:31][cH:32][cH:33][cH:34]1.[CH:43]([OH:44])([CH3:45])[CH3:46]>>[CH2:1]([c:2]1[cH:3][cH:4][cH:5][cH:6][cH:7]1)[CH:8]1[CH2:9][CH2:10][N:11]([CH:14]([CH2:15][CH2:16][OH:17])[CH3:21])[CH2:12][CH2:13]1. As a reaction SMILES: [N:1]1[C:10]2[C:5](=[CH:6][CH:7]=[CH:8][CH:9]=2)[CH:4]=[CH:3][C:2]=1[O:11][C:12]1[CH:13]=[CH:14][C:15]([CH:18]=[O:19])=[N:16][CH:17]=1.[CH2:20]([Mg]Br)[CH2:21][CH2:22][CH2:23][CH3:24].BrCCCCC>C1COCC1>[OH:19][CH:18]([C:15]1[CH:14]=[CH:13][C:12]([O:11][C:2]2[CH:3]=[CH:4][C:5]3[C:10](=[CH:9][CH:8]=[CH:7][CH:6]=3)[N:1]=2)=[CH:17][N:16]=1)[CH2:20][CH2:21][CH2:22][CH2:23][CH3:24]. Run in C1CCOC1 (THF), C1CCOC1 (THF). Procedure details: To a cold (-30° C.) solution of 5-(2-quinolinyloxy)-2-pyridine carboxaldehyde (8 g, 0.032 mol) in dry THF (125 ml) was added a solution of pentylmagnesium bromide (prepared from 4.83 g (0.032 mol) of 1-bromopentane and 0.78 g (0.032 mol) of Mg turnings in THF (60 ml). After the addition of the Grignard reagent was complete (-45° C.), the solution was stirred at this temperature for 90 minutes, and allowed to slowly warm up to room temperature in about 2 hours. The reaction was quenched by adding... The product is OC(CCCCC)C1=NC=C(C=C1)OC1=NC2=CC=CC=C2C=C1 (2-[2-(1-Hydroxyhexyl)-5-pyridyloxy]quinoline). Yield: 35.0%. Conditions: time 90 minute. Starting materials: BrCCCCC (1-bromopentane), Mg, Grignard reagent, N1=C(C=CC2=CC=CC=C12)OC=1C=CC(=NC1)C=O (5-(2-quinolinyloxy)-2-pyridine carboxaldehyde), C(CCCC)[Mg]Br (pentylmagnesium bromide).